describe an organic reaction: reactants, conditions, products, and yield From a dataset of the Open Reaction Database (ORD), a public repository of structured organic reaction records. Reactants: Cc1c(C(F)(F)F)cnn(-c2cc(OC(C)C)c(Cl)cc2F)c1=O, O, O=S(=O)(O)O. The product is Cc1c(C(F)(F)F)cnn(-c2cc(O)c(Cl)cc2F)c1=O. Reaction SMILES: [F:1][c:2]1[c:3](-[n:13]2[n:14][cH:15][c:16]([C:21]([F:22])([F:23])[F:24])[c:17]([CH3:20])[c:18]2=[O:19])[cH:4][c:5]([O:9][CH:10]([CH3:11])[CH3:12])[c:6]([Cl:8])[cH:7]1.[OH2:25].[S:26](=[O:27])(=[O:28])([OH:29])[OH:30]>>[F:1][c:2]1[c:3](-[n:13]2[n:14][cH:15][c:16]([C:21]([F:22])([F:23])[F:24])[c:17]([CH3:20])[c:18]2=[O:19])[cH:4][c:5]([OH:9])[c:6]([Cl:8])[cH:7]1. Procedure: To 3-iodo-5-methoxy-1-triisopropylsilanyl-1H-pyrrolo[2,3-b]pyridine (5, 0.49 g, 1.14 mmol) in 6.8 mL of tetrahydrofuran at −50° C. under nitrogen, isopropylmagnesium chloride (0.569 mL, 2.0 M in tetrahydrofuran, 1.14 mmol) was added slowly. The reaction was allowed to warm to 5° C. over 70 minutes, then cooled to −60° C. and (2-chloro-benzyl)-(6-fluoro-5-formyl-pyridin-2-yl)-carbamic acid tert-butyl ester (48, 0.23 g, 0.63 mmol) in 30.0 mL of tetrahydrofuran was added. The reaction was allowed t... The solvent is O1CCCC1 (tetrahydrofuran), O1CCCC1 (tetrahydrofuran). Product: ClC1=C(CNC2=NC(=C(C=C2)CC2=CNC3=NC=C(C=C32)OC)F)C=CC=C1 ((2-chloro-benzyl)-[6-fluoro-5-(5-methoxy-1H-pyrrolo[2,3-b]pyridin-3-ylmethyl)-pyridin-2-yl]-amine). As a reaction SMILES: I[C:2]1[C:10]2[C:5](=[N:6][CH:7]=[C:8]([O:11][CH3:12])[CH:9]=2)[N:4]([Si](C(C)C)(C(C)C)C(C)C)[CH:3]=1.C([Mg]Cl)(C)C.C(OC(=O)[N:34]([CH2:44][C:45]1[CH:50]=[CH:49][CH:48]=[CH:47][C:46]=1[Cl:51])[C:35]1[CH:40]=[CH:39][C:38]([CH:41]=O)=[C:37]([F:43])[N:36]=1)(C)(C)C.[Cl-].[NH4+]>O1CCCC1>[Cl:51][C:46]1[CH:47]=[CH:48][CH:49]=[CH:50][C:45]=1[CH2:44][NH:34][C:35]1[CH:40]=[CH:39][C:38]([CH2:41][C:2]2[C:10]3[C:5](=[N:6][CH:7]=[C:8]([O:11][CH3:12])[CH:9]=3)[NH:4][CH:3]=2)=[C:37]([F:43])[N:36]=1 |f:3.4|. Reactants: IC1=CN(C2=NC=C(C=C21)OC)[Si](C(C)C)(C(C)C)C(C)C (3-iodo-5-methoxy-1-triisopropylsilanyl-1H-pyrrolo[2,3-b]pyridine), C(C)(C)[Mg]Cl (isopropylmagnesium chloride), C(C)(C)(C)OC(N(C1=NC(=C(C=C1)C=O)F)CC1=C(C=CC=C1)Cl)=O ((2-chloro-benzyl)-(6-fluoro-5-formyl-pyridin-2-yl)-carbamic acid tert-butyl ester), [Cl-].[NH4+] (ammonium chloride). The yield is 160.0%. Reaction conditions: temperature 5 celsius.